From a dataset of the Open Reaction Database (ORD), a public repository of structured organic reaction records. describe an organic reaction: reactants, conditions, products, and yield The reactants are CS(=O)(=O)OCC1C(C2=CC=C(C=C2C1C1=C(C=C(C=C1)OC)OCOC)OCCC)C1=CC2=C(C=C1)OCO2 ((1RS,2RS,3RS)-2-Methanesulfonyloxymethyl-3-(4-methoxy-2-methoxymethoxyphenyl)-1-(3,4-methylenedioxyphenyl)-5-(prop-1-yloxy)indane), [C-]#N.[Na+] (NaCN). Run in CN(C)C=O (DMF). The product is C(#N)CC1C(C2=CC=C(C=C2C1C1=C(C=C(C=C1)OC)OCOC)OCCC)C1=CC2=C(C=C1)OCO2 (2-Cyanomethyl-3-(4-methoxy-2-methoxymethoxyphenyl)-1-(3,4-methylenedioxyphenyl)-5-(prop-1-yloxy)indane). The yield is 85.5%. Reaction SMILES: CS(O[CH2:6][CH:7]1[CH:15]([C:16]2[CH:21]=[CH:20][C:19]([O:22][CH3:23])=[CH:18][C:17]=2[O:24][CH2:25][O:26][CH3:27])[C:14]2[C:9](=[CH:10][CH:11]=[C:12]([O:28][CH2:29][CH2:30][CH3:31])[CH:13]=2)[CH:8]1[C:32]1[CH:37]=[CH:36][C:35]2[O:38][CH2:39][O:40][C:34]=2[CH:33]=1)(=O)=O.[C-:41]#[N:42].[Na+]>CN(C=O)C>[C:41]([CH2:6][CH:7]1[CH:15]([C:16]2[CH:21]=[CH:20][C:19]([O:22][CH3:23])=[CH:18][C:17]=2[O:24][CH2:25][O:26][CH3:27])[C:14]2[C:9](=[CH:10][CH:11]=[C:12]([O:28][CH2:29][CH2:30][CH3:31])[CH:13]=2)[CH:8]1[C:32]1[CH:37]=[CH:36][C:35]2[O:38][CH2:39][O:40][C:34]=2[CH:33]=1)#[N:42] |f:1.2|. Procedure: (1RS,2RS,3RS)-2-Methanesulfonyloxymethyl-3-(4-methoxy-2-methoxymethoxyphenyl)-1-(3,4-methylenedioxyphenyl)-5-(prop-1-yloxy)indane (1.5 g, 2.96 mmol) was stirred in DMF (10 ml) under argon with NaCN (1.45 g, 29.6 mmol) at 60° C. for 20 h then cooled and partitioned between EtOAc and 3N HCl. The organic extract was washed with H2O, saturated NaHCO3 solution, H2O, then brine, dried (Na2SO4) and solvent removed in vacuo to afford the title compound as an oil (1.27 g, 86%). Reactants: [H-].[Na+] (sodium hydride), CN(C=O)C (N,N-dimethylformamide), CC(CO)(CO)C (2,2-dimethyl-1,3-propanediol), BrCCCCCCCCCCCCCCCCCC (1-bromo-octadecane), oil. Solvent: O (water). Yields the product CC(CO)(COCCCCCCCCCCCCCCCCCC)C (2,2-Dimethyl-3-(octadecyloxy)-1-propanol). Yield: 54.9%. Reaction SMILES: CN(C)C=O.[CH3:6][C:7]([CH3:12])([CH2:10][OH:11])[CH2:8][OH:9].[H-].[Na+].Br[CH2:16][CH2:17][CH2:18][CH2:19][CH2:20][CH2:21][CH2:22][CH2:23][CH2:24][CH2:25][CH2:26][CH2:27][CH2:28][CH2:29][CH2:30][CH2:31][CH2:32][CH3:33]>O>[CH3:6][C:7]([CH3:12])([CH2:10][O:11][CH2:33][CH2:32][CH2:31][CH2:30][CH2:29][CH2:28][CH2:27][CH2:26][CH2:25][CH2:24][CH2:23][CH2:22][CH2:21][CH2:20][CH2:19][CH2:18][CH2:17][CH3:16])[CH2:8][OH:9] |f:2.3|. Procedure details: To an N,N-dimethylformamide solution (50 ml) containing 2.500 g of 2,2-dimethyl-1,3-propanediol was added an about 60% oil suspension containing 2.112 g of sodium hydride. After the reaction mixture was stirred under cooling with ice for 1 hour, 9.930 g of 1-bromo-octadecane was added dropwise thereto. After the reaction mixture was stirred at room temperature for 16.5 hours, water was added thereto and this mixture was extracted with hexane and ethyl acetate. The organic layer was washed with a... Reactants: O1CCN(CC1)CCCNC(NC1=C(C(=NS1)C1=CC=C(C=C1)[N+](=O)[O-])C(=O)N)=O (5-(3-(3-morpholinopropyl)ureido)-3-(4-nitrophenyl)isothiazole-4-carboxamide), [H][H] (hydrogen). The reagents and catalysts are [Pt]=O (platinum oxide). The solvent is CO (MeOH). Reaction conditions: time 16.5 hour. The product is NC1=CC=C(C=C1)C1=NSC(=C1C(=O)N)NC(=O)NCCCN1CCOCC1 (3-(4-aminophenyl)-5-({[(3-morpholin-4-ylpropyl)amino]carbonyl}amino)isothiazole-4-carboxamide). Yield: 46.5%. As a reaction SMILES: [O:1]1[CH2:6][CH2:5][N:4]([CH2:7][CH2:8][CH2:9][NH:10][C:11](=[O:30])[NH:12][C:13]2[S:17][N:16]=[C:15]([C:18]3[CH:23]=[CH:22][C:21]([N+:24]([O-])=O)=[CH:20][CH:19]=3)[C:14]=2[C:27]([NH2:29])=[O:28])[CH2:3][CH2:2]1.[H][H]>CO.[Pt]=O>[NH2:24][C:21]1[CH:20]=[CH:19][C:18]([C:15]2[C:14]([C:27]([NH2:29])=[O:28])=[C:13]([NH:12][C:11]([NH:10][CH2:9][CH2:8][CH2:7][N:4]3[CH2:3][CH2:2][O:1][CH2:6][CH2:5]3)=[O:30])[S:17][N:16]=2)=[CH:23][CH:22]=1. Procedure details: A mixture of 5-(3-(3-morpholinopropyl)ureido)-3-(4-nitrophenyl)isothiazole-4-carboxamide (110 mg, 0.25 mmol) and platinum oxide (25 mg, 0.11 mmol) in 15 mL MeOH was hydrogenated under 60 PSI hydrogen. After 16.5 hours, the mixture was filtered and rotary evaporated to an off-white solid. Then an additional 16 mg of impure product from another reaction was combined and this material chromatographed eluting with gradient 5% to 15% MeOH in CHCl3 to give the title compound as an off-white solid (47 ... The reactants are N[C@H](C(=O)NCCC[C@@H](CO)N(CC(C)C)S(=O)(=O)C1=CC=C(C=C1)N)CC1=CC=CC2=CC=CC=C12 ((2S,4S)-2-Amino-N-{4-[(4-amino-benzenesulfonyl)-isobutyl-amino]-5-hydroxy-pentyl}-3-naphthalen-1-yl-propionamide), ClC(C(=O)OC)=O (methyl chlorooxoacetate). Yields the product COC(C(=O)N[C@@H](CC1=CC=CC2=CC=CC=C12)C(NCCC[C@@H](CO)N(CC(C)C)S(=O)(=O)C1=CC=C(C=C1)N)=O)=O ((1S,4S)-N-(1-{4-[(4-Amino-benzenesulfonyl)-isobutyl-amino]-5-hydroxy-pentylcarbamoyl}-2-naphthalen-1-yl-ethyl)-oxalamic Acid Methyl Ester). Reaction SMILES: [NH2:1][C@@H:2]([CH2:27][C:28]1[C:37]2[C:32](=[CH:33][CH:34]=[CH:35][CH:36]=2)[CH:31]=[CH:30][CH:29]=1)[C:3]([NH:5][CH2:6][CH2:7][CH2:8][C@H:9]([N:12]([S:17]([C:20]1[CH:25]=[CH:24][C:23]([NH2:26])=[CH:22][CH:21]=1)(=[O:19])=[O:18])[CH2:13][CH:14]([CH3:16])[CH3:15])[CH2:10][OH:11])=[O:4].Cl[C:39](=[O:44])[C:40]([O:42][CH3:43])=[O:41]>>[CH3:43][O:42][C:40](=[O:41])[C:39]([NH:1][C@H:2]([C:3](=[O:4])[NH:5][CH2:6][CH2:7][CH2:8][C@H:9]([N:12]([S:17]([C:20]1[CH:21]=[CH:22][C:23]([NH2:26])=[CH:24][CH:25]=1)(=[O:19])=[O:18])[CH2:13][CH:14]([CH3:16])[CH3:15])[CH2:10][OH:11])[CH2:27][C:28]1[C:37]2[C:32](=[CH:33][CH:34]=[CH:35][CH:36]=2)[CH:31]=[CH:30][CH:29]=1)=[O:44]. Procedure details: The title compound was prepared from (2S,4S)-2-amino-N-{4-[(4-amino-benzenesulfonyl)-isobutyl-amino]-5-hydroxy-pentyl}-3-naphthalen-1-yl-propionamide (see example 8) as described in general procedure D using methyl chlorooxoacetate. The final product was obtained in 75% yield. Reactants: [Al+3], CCOC(=O)C1Cc2cc3ccccc3n2C1, [Cl-], [H-], [H-], [H-], [H-], [Li+], [NH4+], C1CCOC1. Product: OCC1Cc2cc3ccccc3n2C1. Reaction SMILES: [Al+3:2].[CH2:7]1[CH:8]([C:19](=[O:20])[O:21][CH2:22][CH3:23])[CH2:9][n:10]2[c:11]1[cH:12][c:13]1[cH:14][cH:15][cH:16][cH:17][c:18]21.[Cl-:24].[H-:1].[H-:4].[H-:5].[H-:6].[Li+:3].[NH4+:25].[O:26]1[CH2:27][CH2:28][CH2:29][CH2:30]1>>[CH2:7]1[CH:8]([CH2:19][OH:20])[CH2:9][n:10]2[c:11]1[cH:12][c:13]1[cH:14][cH:15][cH:16][cH:17][c:18]21. The reactants are ClC1=CC=C(C=C1)C1(OCCO1)C1=CC=2C(=NOC2C2=CC(=CC=C2)I)C=C1 (5-[2-(4-Chloro-phenyl)-[1,3]dioxolan-2-yl]-3-(3-iodo-phenyl)-benzo[c]isoxazole), ice water. The reagents and catalysts are [Cl-].[Ti+3].[Cl-].[Cl-] (titanium(III) chloride), [Cl-].[Ti+3].[Cl-].[Cl-] (titanium(III) chloride). Solvent: O1CCCC1 (tetrahydrofuran), C(Cl)Cl (DCM). Conditions: time 1 hour. Yields the product NC1C=CC(=CC1C(=O)C1=CC(=CC=C1)I)C(C1=CC=C(C=C1)Cl)=O ([6-Amino-3-(4-chloro-benzoyl)-cyclohexa-2,4-dienyl]-(3-iodo-phenyl)-methanone). The yield is 99.5%. Reaction SMILES: [Cl:1][C:2]1[CH:7]=[CH:6][C:5]([C:8]2([C:13]3[CH:28]=[CH:27][C:16]4=[N:17][O:18][C:19]([C:20]5[CH:25]=[CH:24][CH:23]=[C:22]([I:26])[CH:21]=5)=[C:15]4[CH:14]=3)OCC[O:9]2)=[CH:4][CH:3]=1>O1CCCC1.C(Cl)Cl.[Cl-].[Ti+3].[Cl-].[Cl-]>[NH2:17][CH:16]1[CH:15]([C:19]([C:20]2[CH:25]=[CH:24][CH:23]=[C:22]([I:26])[CH:21]=2)=[O:18])[CH:14]=[C:13]([C:8](=[O:9])[C:5]2[CH:4]=[CH:3][C:2]([Cl:1])=[CH:7][CH:6]=2)[CH:28]=[CH:27]1 |f:3.4.5.6|. Procedure details: 5-[2-(4-Chloro-phenyl)-[1,3]dioxolan-2-yl]-3-(3-iodo-phenyl)-benzo[c]isoxazole (65.4 g, 130 mMol) was dissolved in a solution of tetrahydrofuran (THF) (500 mL) and DCM (100 mL). To this solution, was added 500 mL of titanium(III) chloride (10 wt. % solution in 20-30 wt. % hydrochloric acid (HCl)) and the reaction mixture was stirred for 1 hour. An additional 100 mL of titanium(III) chloride (10 wt. % solution in 20-30 wt. % HCl) was added to the reaction mixture and the reaction mixture was stir... Starting materials: COC(C(C=CC1=CC(=C(C=C1)Br)F)=O)=O (4-(4-bromo-3-fluoro-phenyl)-2-oxo-3-butenoic acid methyl ester), Cl.ClC1=C(C=CC=C1)NN (2-chlorophenylhydrazine hydrochloride). Solvent: C(C)(=O)O (acetic acid). Conditions: temperature 125 celsius, time 3 hour. Yields the product COC(=O)C1=NN(C(C1)C1=CC(=C(C=C1)Br)F)C1=C(C=CC=C1)Cl (5-(4-bromo-3-fluoro-phenyl)-1-(2-chloro-phenyl)-4,5-dihydro-1H-pyrazole-3-carboxylic acid methyl ester). Isolated yield 88.2%. Reaction SMILES: [CH3:1][O:2][C:3](=[O:16])[C:4](=O)[CH:5]=[CH:6][C:7]1[CH:12]=[CH:11][C:10]([Br:13])=[C:9]([F:14])[CH:8]=1.Cl.[Cl:18][C:19]1[CH:24]=[CH:23][CH:22]=[CH:21][C:20]=1[NH:25][NH2:26]>C(O)(=O)C>[CH3:1][O:2][C:3]([C:4]1[CH2:5][CH:6]([C:7]2[CH:12]=[CH:11][C:10]([Br:13])=[C:9]([F:14])[CH:8]=2)[N:25]([C:20]2[CH:21]=[CH:22][CH:23]=[CH:24][C:19]=2[Cl:18])[N:26]=1)=[O:16] |f:1.2|. Procedure details: 4-(4-bromo-3-fluoro-phenyl)-2-oxo-3-butenoic acid methyl ester (665.0 mg, 2.3 mmol) prepared in Step 2 and 2-chlorophenylhydrazine hydrochloride (455.0 mg, 2.6 mmol) were added to acetic acid (10.0 mL). The reaction mixture was stirred at 125° C. for 3 hours, concentrated under reduced pressure, and then ethyl acetate was added thereto. The reaction mixture was washed with a saturated solution of sodium hydrogen carbonate, dried on anhydrous magnesium sulfate, and then concentrated under reduced... Reactants: O=C([O-])[O-], CCOC(CBr)OCC, Cc1ccc(S)cc1, CC(C)=O, [K+], [K+]. Product: CCOC(CSc1ccc(C)cc1)OCC. Reaction SMILES: [C:18](=[O:19])([O-:20])[O-:21].[CH2:9]([CH3:10])[O:11][CH:12]([CH2:13][Br:14])[O:15][CH2:16][CH3:17].[CH3:1][c:2]1[cH:3][cH:4][c:5]([SH:8])[cH:6][cH:7]1.[CH3:24][C:25](=[O:26])[CH3:27].[K+:22].[K+:23]>>[CH3:1][c:2]1[cH:3][cH:4][c:5]([S:8][CH2:13][CH:12]([O:11][CH2:9][CH3:10])[O:15][CH2:16][CH3:17])[cH:6][cH:7]1.